Task: describe an organic reaction: reactants, conditions, products, and yield. Dataset: the Open Reaction Database (ORD), a public repository of structured organic reaction records The reactants are NC=1C=C2C(=C(C=NC2=CC1)C#N)NC1=CC(=CC=C1)Br (6-Amino-4-(3-bromo-phenylamino)-quinoline-3-carbonitrile), BrC/C=C/C(=O)O (4-bromo crotonic acid), C(C(=O)Cl)(=O)Cl (oxalyl chloride), C(C)(C)N(CC)C(C)C (diisopropylethylamine). The reagents and catalysts are CN(C=O)C (N,N-dimethylformamide). Solvent: O1CCCC1 (tetrahydrofuran), O1CCCC1 (tetrahydrofuran), ClCCl (dichloromethane), C(C)(=O)OCC (ethyl acetate), O (water). Yields the product BrC=1C=C(C=CC1)NC1=C(C=NC2=CC=C(C=C12)NC(C=CCBr)=O)C#N (4-bromo-but-2-enoic acid [4-(3-bromo-phenylamino)-3-cyano-quinolin-6-yl]-amide). The yield is 68.1%. Reaction SMILES: [Br:1][CH2:2]/[CH:3]=[CH:4]/[C:5]([OH:7])=O.C(Cl)(=O)C(Cl)=O.[NH2:14][C:15]1[CH:16]=[C:17]2[C:22](=[CH:23][CH:24]=1)[N:21]=[CH:20][C:19]([C:25]#[N:26])=[C:18]2[NH:27][C:28]1[CH:33]=[CH:32][CH:31]=[C:30]([Br:34])[CH:29]=1.C(N(C(C)C)CC)(C)C>ClCCl.CN(C)C=O.O1CCCC1.C(OCC)(=O)C.O>[Br:34][C:30]1[CH:29]=[C:28]([NH:27][C:18]2[C:17]3[C:22](=[CH:23][CH:24]=[C:15]([NH:14][C:5](=[O:7])[CH:4]=[CH:3][CH2:2][Br:1])[CH:16]=3)[N:21]=[CH:20][C:19]=2[C:25]#[N:26])[CH:33]=[CH:32][CH:31]=1. Procedure details: A solution of 1.65 grams (0.01 mole) of 4-bromo crotonic acid (Giza Braun, J. Am. Chem. Soc. 52, 3167 1930) in 15 ml of dichloromethane was treated with 1.74 ml (0.02 moles) of oxalyl chloride and 1 drop of N,N-dimethylformamide. After an hour the solvents were removed on the rotary evaporator. The residual oil was taken up in ml of tetrahydrofuran, and 3.39 grams of 6-Amino-4-(3-bromo-phenylamino)-quinoline-3-carbonitrile in 25 ml of tetrahydrofuran was added dropwise. This was followed by the ... Starting materials: ClC1=NC=C(C(=O)NCC2CC2)C=C1 (6-Chloro-N-cyclopropylmethylnicotinamide), ClC1=NC=C(C(=O)NCC2CC2)C=C1 (6-Chloro-N-cyclopropylmethylnicotinamide), C1(CC1)CNC(C1=CC(=C(C=C1)C)B1OC(C(O1)(C)C)(C)C)=O (N-(cyclopropylmethyl)-4-methyl-3-(4,4,5,5-tetramethyl-[1,3,2]dioxaborolan-2-yl)-benzamide), C1(CC1)CNC(C1=CC(=C(C=C1)C)B1OC(C(O1)(C)C)(C)C)=O (N-(cyclopropylmethyl)-4-methyl-3-(4,4,5,5-tetramethyl-[1,3,2]dioxaborolan-2-yl)-benzamide). Product: C1(CC1)CNC(=O)C=1C=CC(=C(C1)C1=NC=C(C(=O)NCC2CC2)C=C1)C (6-[5-(Cyclopropylmethyl)carbamoyl-2-methyl-phenyl]-N-cyclopropylmethyl-nicotinamide). RXN SMILES: Cl[C:2]1[CH:14]=[CH:13][C:5]([C:6]([NH:8][CH2:9][CH:10]2[CH2:12][CH2:11]2)=[O:7])=[CH:4][N:3]=1.[CH:15]1([CH2:18][NH:19][C:20](=[O:37])[C:21]2[CH:26]=[CH:25][C:24]([CH3:27])=[C:23](B3OC(C)(C)C(C)(C)O3)[CH:22]=2)[CH2:17][CH2:16]1>>[CH:15]1([CH2:18][NH:19][C:20]([C:21]2[CH:22]=[CH:23][C:24]([CH3:27])=[C:25]([C:2]3[CH:14]=[CH:13][C:5]([C:6]([NH:8][CH2:9][CH:10]4[CH2:12][CH2:11]4)=[O:7])=[CH:4][N:3]=3)[CH:26]=2)=[O:37])[CH2:17][CH2:16]1. Procedure details: 6-[5-(Cyclopropylmethyl)carbamoyl-2-methyl-phenyl]-N-cyclopropylmethyl-nicotinamide was prepared from 6-chloro-N-cyclopropylmethylnicotinamide (Intermediate 1) and N-(cyclopropylmethyl)-4-methyl-3-(4,4,5,5-tetramethyl-[1,3,2]dioxaborolan-2-yl)-benzamide (Intermediate 10) using General Method B. LCMS: retention time 2.87 min, MH− 364. NMR: δH [2H6]-DMSO 9.10,(1H, s), 8.83,(1H, t), 8.60,(1H, t), 8.30,(1H, dd), 7.92,(1H, s), 7.84,(1H, d), 7.71,(1H, d), 7.41,(1H, d), 3.19,(2H, t), 3.13,(2H, t), 2.37... Starting materials: CC(Br)=C(c1ccccc1)c1ccccc1, C1CCOC1, ClP(c1ccccc1)c1ccccc1, [Li]CCCC, O. Product: CC(=C(c1ccccc1)c1ccccc1)P(c1ccccc1)c1ccccc1. As a reaction SMILES: [Br:1][C:2](=[C:3]([c:4]1[cH:5][cH:6][cH:7][cH:8][cH:9]1)[c:10]1[cH:11][cH:12][cH:13][cH:14][cH:15]1)[CH3:16].[CH2:17]1[O:18][CH2:19][CH2:20][CH2:21]1.[Cl:27][P:28]([c:29]1[cH:30][cH:31][cH:32][cH:33][cH:34]1)[c:35]1[cH:36][cH:37][cH:38][cH:39][cH:40]1.[Li:22][CH2:23][CH2:24][CH2:25][CH3:26].[OH2:41]>>[C:2](=[C:3]([c:4]1[cH:5][cH:6][cH:7][cH:8][cH:9]1)[c:10]1[cH:11][cH:12][cH:13][cH:14][cH:15]1)([CH3:16])[P:28]([c:29]1[cH:30][cH:31][cH:32][cH:33][cH:34]1)[c:35]1[cH:36][cH:37][cH:38][cH:39][cH:40]1. The reactants are CC(=O)O[BH-](OC(C)=O)OC(C)=O, O=C([O-])O, CCOC(CN)OCC, ClCCl, [Na+], [Na+], O=C1CCOCC1, O. Product: CCOC(CNC1CCOCC1)OCC. As a reaction SMILES: [C:1]([O:2][BH-:3]([O:4][C:5](=[O:6])[CH3:7])[O:8][C:9](=[O:10])[CH3:11])(=[O:12])[CH3:13].[C:31](=[O:32])([OH:33])[O-:34].[CH2:15]([CH3:16])[O:17][CH:18]([CH2:19][NH2:20])[O:21][CH2:22][CH3:23].[Cl:36][CH2:37][Cl:38].[Na+:14].[Na+:35].[O:24]1[CH2:25][CH2:26][C:27](=[O:30])[CH2:28][CH2:29]1.[OH2:39]>>[CH2:15]([CH3:16])[O:17][CH:18]([CH2:19][NH:20][CH:27]1[CH2:26][CH2:25][O:24][CH2:29][CH2:28]1)[O:21][CH2:22][CH3:23].